From a dataset of the Open Reaction Database (ORD), a public repository of structured organic reaction records. describe an organic reaction: reactants, conditions, products, and yield The reactants are C(#N)C1=C(OC=2CN(CCC21)C(=O)OCC)/N=C/N(C)C (Ethyl 3-cyano-2-{[(1E)-(dimethylamino)methylidene]amino}-4,7-dihydrofuro[2,3-c]pyridine-6(5H)-carboxylate), ClC=1C=C(N)C=CC1F (3-chloro-4-fluoroaniline). The solvent is C(C)#N (acetonitrile), C(C)(=O)O (acetic acid). Run at time 20 hour. Yields the product ClC=1C=C(C=CC1F)NC=1C2=C(N=CN1)OC1=C2CCN(C1)C(=O)OCC (Ethyl 4-[(3-chloro-4-fluorophenyl)amino]-5,8-dihydropyrido[4′,3′:4,5]furo[2,3-d]pyrimidine-7(6H)-carboxylate). The yield is 22.3%. Reaction SMILES: [C:1]([C:3]1[C:11]2[CH2:10][CH2:9][N:8]([C:12]([O:14][CH2:15][CH3:16])=[O:13])[CH2:7][C:6]=2[O:5][C:4]=1/[N:17]=[CH:18]/[N:19](C)C)#[N:2].[Cl:22][C:23]1[CH:24]=[C:25]([CH:27]=[CH:28][C:29]=1[F:30])N>C(#N)C.C(O)(=O)C>[Cl:22][C:23]1[CH:24]=[C:25]([NH:2][C:1]2[C:3]3[C:11]4[CH2:10][CH2:9][N:8]([C:12]([O:14][CH2:15][CH3:16])=[O:13])[CH2:7][C:6]=4[O:5][C:4]=3[N:17]=[CH:18][N:19]=2)[CH:27]=[CH:28][C:29]=1[F:30]. Procedure: Ethyl 3-cyano-2-{[(1E)-(dimethylamino)methylidene]amino}-4,7-dihydrofuro[2,3-c]pyridine-6(5H)-carboxylate from Example 37A (1.20 g, 4.14 mmol) and 3-chloro-4-fluoroaniline (1.20 g, 8.27 mmol) were heated in a mixture of acetonitrile (20 mL) and acetic acid (10 mL) in a microwave oven for 30 min to 160° C. The mixture was then concentrated in vacuo, diluted with water, basified with aqueous sodium hydroxide solution and extracted with ethyl acetate. The organic layer was dried over sodium sulfate... Starting materials: CC(C)(C)OC(=O)N1CCC(CCC(F)(F)c2ccc(F)cc2)CC1, O=C([O-])O, Cc1ccccc1, ClC(Cl)Cl, C[Si](C)(C)I, [Na+], [Na+], [OH-]. The product is Fc1ccc(C(F)(F)CCC2CCNCC2)cc1. Reaction SMILES: [C:1]([O:2][C:3](=[O:4])[N:8]1[CH2:9][CH2:10][CH:11]([CH2:14][CH2:15][C:16]([c:17]2[cH:18][cH:19][c:20]([F:23])[cH:21][cH:22]2)([F:24])[F:25])[CH2:12][CH2:13]1)([CH3:5])([CH3:6])[CH3:7].[C:31](=[O:32])([OH:33])[O-:34].[CH3:42][c:43]1[cH:44][cH:45][cH:46][cH:47][cH:48]1.[CH:38]([Cl:39])([Cl:40])[Cl:41].[I:26][Si:27]([CH3:28])([CH3:29])[CH3:30].[Na+:35].[Na+:37].[OH-:36]>>[NH:8]1[CH2:9][CH2:10][CH:11]([CH2:14][CH2:15][C:16]([c:17]2[cH:18][cH:19][c:20]([F:23])[cH:21][cH:22]2)([F:24])[F:25])[CH2:12][CH2:13]1. The reactants are N1N=C(C2=CC=CC=C12)C(=O)NC1=C(C=CC(=C1)N1C[C@H](O[C@H](C1)C)C)[N+](=O)[O-] (1H-indazol-3-yl-N-[5-((6S,2R)-2,6-dimethyl-morpholin-4-yl)-2-nitrophenyl]carboxamide). Reagents/catalysts: [Pd] (Pd/C). The solvent is C(C)O (ethanol). Conditions: time 18 hour. Product: N1N=C(C2=CC=CC=C12)C(=O)NC1=C(C=CC(=C1)N1C[C@H](O[C@H](C1)C)C)N (1H-Indazol-3-yl-N-[5-((6S,2R)-2,6-dimethylmorpholin-4-yl)-2-aminophenyl]carboxamide). Reaction SMILES: [NH:1]1[C:9]2[C:4](=[CH:5][CH:6]=[CH:7][CH:8]=2)[C:3]([C:10]([NH:12][C:13]2[CH:18]=[C:17]([N:19]3[CH2:24][C@H:23]([CH3:25])[O:22][C@H:21]([CH3:26])[CH2:20]3)[CH:16]=[CH:15][C:14]=2[N+:27]([O-])=O)=[O:11])=[N:2]1>C(O)C.[Pd]>[NH:1]1[C:9]2[C:4](=[CH:5][CH:6]=[CH:7][CH:8]=2)[C:3]([C:10]([NH:12][C:13]2[CH:18]=[C:17]([N:19]3[CH2:24][C@H:23]([CH3:25])[O:22][C@H:21]([CH3:26])[CH2:20]3)[CH:16]=[CH:15][C:14]=2[NH2:27])=[O:11])=[N:2]1. Procedure: To a solution of 1H-indazol-3-yl-N-[5-((6S,2R)-2,6-dimethyl-morpholin-4-yl)-2-nitrophenyl]carboxamide (1.0 equivalent) in ethanol was added 10% Pd/C (0.5 equivalents). The reaction vessel was repeatedly purged with nitrogen, and then the reaction was stirred under a hydrogen atmosphere (1 atm) for 18 hours. The product was filtered through Celite with ethanol. The solvent was removed to provide a brown solid which was used without purification. LC/MS (m/z) 366.2 (MH+), Rt 2.19 minutes. RXN SMILES: [Cl-].[CH3:2][O:3][P:4](=O)([OH:7])[O:5][CH3:6].[CH2:9]([OH:12])[C:10]#[CH:11]>>[CH3:2][O:3][P:4](=[O:7])([O:5][CH3:6])[O:12][CH2:9][C:10]#[CH:11] |f:0.1|. Starting materials: [Cl-].COP(OC)(O)=O (phosphoric acid dimethyl ester-chloride), C(C#C)O (propargyl alcohol). Reported procedure: 1 mole of phosphoric acid dimethyl ester-chloride was reacted with 1 mole of propargyl alcohol analogously to Example 9. Product: COP(OCC#C)(OC)=O (Phosphoric acid propargyl dimethyl ester).